Dataset: the Open Reaction Database (ORD), a public repository of structured organic reaction records. Task: describe an organic reaction: reactants, conditions, products, and yield Starting materials: COC=1C=C2C(=CC=NC2=CC1OC)OC1=CC=C(N)C=C1 (4-[(6,7-dimethoxy-4-quinolyl)oxy]aniline), C(O)([O-])=O.[Na+] (sodium hydrogencarbonate), ClC(Cl)(OC(OC(Cl)(Cl)Cl)=O)Cl (Triphosgene), C(C1=CC=CC=C1)N1CC(CC1)N (1-Benzyl-3-aminopyrrolidine). Solvent: C(C)N(CC)CC (triethylamine), C(Cl)(Cl)Cl (Chloroform). Conditions: time 30 minute. Product: C(C1=CC=CC=C1)N1CC(CC1)NC(=O)NC1=CC=C(C=C1)OC1=CC=NC2=CC(=C(C=C12)OC)OC (N-(1-Benzyltetrahydro-1H-3-pyrrolyl)-N′-{4-[(6,7-dimethoxy-4-quinolyl)oxy]phenyl}urea). Yield: 45.2%. As a reaction SMILES: [CH3:1][O:2][C:3]1[CH:4]=[C:5]2[C:10](=[CH:11][C:12]=1[O:13][CH3:14])[N:9]=[CH:8][CH:7]=[C:6]2[O:15][C:16]1[CH:22]=[CH:21][C:19]([NH2:20])=[CH:18][CH:17]=1.ClC(Cl)(O[C:27](=[O:33])OC(Cl)(Cl)Cl)Cl.[CH2:35]([N:42]1[CH2:46][CH2:45][CH:44]([NH2:47])[CH2:43]1)[C:36]1[CH:41]=[CH:40][CH:39]=[CH:38][CH:37]=1.C(=O)([O-])O.[Na+]>C(N(CC)CC)C.C(Cl)(Cl)Cl>[CH2:35]([N:42]1[CH2:46][CH2:45][CH:44]([NH:47][C:27]([NH:20][C:19]2[CH:21]=[CH:22][C:16]([O:15][C:6]3[C:5]4[C:10](=[CH:11][C:12]([O:13][CH3:14])=[C:3]([O:2][CH3:1])[CH:4]=4)[N:9]=[CH:8][CH:7]=3)=[CH:17][CH:18]=2)=[O:33])[CH2:43]1)[C:36]1[CH:37]=[CH:38][CH:39]=[CH:40][CH:41]=1 |f:3.4|. Reported procedure: Chloroform (10 ml) and triethylamine (2 ml) were added to 4-[(6,7-dimethoxy-4-quinolyl)oxy]aniline (100 mg) to prepare a solution. Triphosgene (110 mg) was added to the solution, and the mixture was stirred at room temperature for 30 min. 1-Benzyl-3-aminopyrrolidine (89 mg) was then added thereto, and the mixture was stirred at room temperature for 3 hr. A saturated aqueous sodium hydrogencarbonate solution was added to the reaction solution, and the mixture was extracted with chloroform. The ex... Reactants: ClCCl, C[Si](C)(C)C#N, O=Cc1ccc2c(c1)OCO2, N#C[K], C1COCCOCCOCCOCCOCCO1. Product: C[Si](C)(C)OC(C#N)c1ccc2c(c1)OCO2. Reaction SMILES: [CH2:39]([Cl:40])[Cl:41].[CH3:12][Si:13]([CH3:14])([CH3:15])[C:16]#[N:17].[CH:1](=[O:2])[c:3]1[cH:4][cH:5][c:6]2[c:10]([cH:11]1)[O:9][CH2:8][O:7]2.[K:18][C:19]#[N:20].[O:21]1[CH2:22][CH2:23][O:24][CH2:25][CH2:26][O:27][CH2:28][CH2:29][O:30][CH2:31][CH2:32][O:33][CH2:34][CH2:35][O:36][CH2:37][CH2:38]1>>[CH:1]([O:2][Si:13]([CH3:12])([CH3:14])[CH3:15])([c:3]1[cH:4][cH:5][c:6]2[c:10]([cH:11]1)[O:9][CH2:8][O:7]2)[C:19]#[N:20]. The reactants are C(C)(=O)[O-].[Na+] (sodium acetate), C(C)(=O)OC=C (vinyl acetate), C(CCCCCCCCCCC)(=O)O (lauric acid), mercuric acetate. The reagents and catalysts are S(O)(O)(=O)=O (sulfuric acid). Yields the product C(CCCCCCCCCCC)(=O)OC=C (vinyl laurate). RXN SMILES: [C:1]([O:4][CH:5]=[CH2:6])(=[O:3])[CH3:2].[C:7](O)(=O)[CH2:8][CH2:9][CH2:10][CH2:11][CH2:12][CH2:13][CH2:14][CH2:15][CH2:16]CC.C([O-])(=O)C.[Na+]>S(=O)(=O)(O)O>[C:1]([O:4][CH:5]=[CH2:6])(=[O:3])[CH2:2][CH2:7][CH2:8][CH2:9][CH2:10][CH2:11][CH2:12][CH2:13][CH2:14][CH2:15][CH3:16] |f:2.3|. Procedure details: 51.5 g of vinyl acetate and 20 g (0.1 mole) of lauric acid were introduced into a 100-ml two-necked round-bottomed flask. The acid was dissolved by warming and 0.4 g of mercuric acetate was added under a stream of nitrogen. The mixture was thus maintained for 30 minutes at ambient temperature, with magnetic stirring, under nitrogen. Two drops of sulfuric acid (95%) were then added and the reaction mixture was heated under reflux for 3 hours. It was then permitted to cool to ambient temperature a... RXN SMILES: C([CH:3]1[CH2:26][NH:25][C:6]2=[N:7][C:8]([C:18]3[CH:23]=[CH:22][C:21]([CH3:24])=[CH:20][CH:19]=3)=[C:9]([C:11]3[CH:16]=[CH:15][C:14]([CH3:17])=[CH:13][CH:12]=3)[N:10]=[C:5]2[CH2:4]1)C.Cl[C:28]1N=C(N)C(N)=C[CH:29]=1>>[CH2:28]([CH:26]1[NH:25][C:6]2=[N:7][C:8]([C:18]3[CH:23]=[CH:22][C:21]([CH3:24])=[CH:20][CH:19]=3)=[C:9]([C:11]3[CH:16]=[CH:15][C:14]([CH3:17])=[CH:13][CH:12]=3)[N:10]=[C:5]2[CH2:4][CH2:3]1)[CH3:29]. Reported procedure: The titled compound was prepared analogously to Intermediate D by replacing 5-chloropyridine-2,3-diamine with 6-chloropyridine-2,3-diamine; Product: C(C)C1CCC=2C(=NC(=C(N2)C2=CC=C(C=C2)C)C2=CC=C(C=C2)C)N1 (6-Ethyl-2,3-di-p-tolyl-5,6,7,8-tetrahydropyrido[2,3-b]pyrazine). The reactants are C(C)C1CC=2C(=NC(=C(N2)C2=CC=C(C=C2)C)C2=CC=C(C=C2)C)NC1 (7-ethyl-2,3-di-p-tolyl-5,6,7,8-tetrahydropyrido[2,3-b]pyrazine), ClC1=CC=C(C(=N1)N)N (6-chloropyridine-2,3-diamine). Reactants: C(C)(C)(C)OC(=O)OC(=O)[O-] (t-Butyldicarbonate), C([O-])(O)=O.[Na+] (sodium bicarbonate), N1[C@H](C(=O)OCC2=CC=CC=C2)C[C@@H](O)C1 (trans-Hyp-OBn). Run in C1CCOC1 (THF), C(C)(=O)OCC (ethyl acetate). Run at time 30 minute. Product: SiO2 DCM, N1([C@H](C(=O)OCC2=CC=CC=C2)C[C@@H](O)C1)C(=O)OC(C)(C)C (Boc-Hyp-OBn). The yield is 73.9%. Reaction SMILES: [C:1]([O:5][C:6]([O:8]C([O-])=O)=O)([CH3:4])([CH3:3])[CH3:2].C(=O)(O)[O-].[Na+].[NH:17]1[CH2:32][C@H:30]([OH:31])[CH2:29][C@H:18]1[C:19]([O:21][CH2:22][C:23]1[CH:28]=[CH:27][CH:26]=[CH:25][CH:24]=1)=[O:20]>C1COCC1.C(OCC)(=O)C>[N:17]1([C:6]([O:5][C:1]([CH3:2])([CH3:3])[CH3:4])=[O:8])[CH2:32][C@H:30]([OH:31])[CH2:29][C@H:18]1[C:19]([O:21][CH2:22][C:23]1[CH:28]=[CH:27][CH:26]=[CH:25][CH:24]=1)=[O:20] |f:1.2|. Procedure: t-Butyldicarbonate (1.1 g) and then sat. sodium bicarbonate (20 ml) were added to a suspension of trans-Hyp-OBn (1.1 g) in THF (25 ml) and the mixture stirred for 30 min. The mixture was diluted with ethyl acetate and washed with water, dried (MgSO4) and evaporated. Flash chromatography (SiO2 DCM then ether) gave Boc-Hyp-OBn 1.18 g Reactants: CCOC(=O)c1cc(OCC(=O)N2CCCC2C(=O)NCCF)n(-c2ccccc2)n1, C1CCOC1, [Na+], [OH-], O. The product is O=C(O)c1cc(OCC(=O)N2CCCC2C(=O)NCCF)n(-c2ccccc2)n1. As a reaction SMILES: [CH2:1]([CH3:2])[O:3][C:4](=[O:5])[c:6]1[n:7][n:8](-[c:26]2[cH:27][cH:28][cH:29][cH:30][cH:31]2)[c:9]([O:11][CH2:12][C:13](=[O:14])[N:15]2[CH:16]([C:20]([NH:21][CH2:22][CH2:23][F:24])=[O:25])[CH2:17][CH2:18][CH2:19]2)[cH:10]1.[CH2:34]1[O:35][CH2:36][CH2:37][CH2:38]1.[Na+:33].[OH-:32].[OH2:39]>>[O:3]=[C:4]([OH:5])[c:6]1[n:7][n:8](-[c:26]2[cH:27][cH:28][cH:29][cH:30][cH:31]2)[c:9]([O:11][CH2:12][C:13](=[O:14])[N:15]2[CH:16]([C:20]([NH:21][CH2:22][CH2:23][F:24])=[O:25])[CH2:17][CH2:18][CH2:19]2)[cH:10]1. Starting materials: BrC(C(=O)OC)C1=CC=C(C=C1)OC1=CC=C(C=C1)Cl (methyl α-bromo-α-[p-(p-chlorophenoxy)phenyl]acetate), CC1(CCCCC1)C1=CC=C(C=C1)O (p-(1-methylcyclohexyl)phenol). Yields the product COC(C(C1=CC=C(C=C1)OC1=CC=C(C=C1)Cl)OC1=CC=C(C=C1)C1(CCCCC1)C)=O (Methyl[p-(1-methylcyclohexyl)phenoxy][p-(p-chlorophenoxy) phenyl]acetate). Isolated yield 79.6%. Reaction SMILES: Br[CH:2]([C:7]1[CH:12]=[CH:11][C:10]([O:13][C:14]2[CH:19]=[CH:18][C:17]([Cl:20])=[CH:16][CH:15]=2)=[CH:9][CH:8]=1)[C:3]([O:5][CH3:6])=[O:4].[CH3:21][C:22]1([C:28]2[CH:33]=[CH:32][C:31]([OH:34])=[CH:30][CH:29]=2)[CH2:27][CH2:26][CH2:25][CH2:24][CH2:23]1>>[CH3:6][O:5][C:3](=[O:4])[CH:2]([O:34][C:31]1[CH:32]=[CH:33][C:28]([C:22]2([CH3:21])[CH2:27][CH2:26][CH2:25][CH2:24][CH2:23]2)=[CH:29][CH:30]=1)[C:7]1[CH:12]=[CH:11][C:10]([O:13][C:14]2[CH:19]=[CH:18][C:17]([Cl:20])=[CH:16][CH:15]=2)=[CH:9][CH:8]=1. Procedure details: In a manner similar to Example 16, 7.11 g of methyl α-bromo-α-[p-(p-chlorophenoxy)phenyl]acetate is reacted with 4.75 g of p-(1-methylcyclohexyl)phenol for 4 hrs. Chilling and filtering gives 7.4 g of product, mp 110°-112° C. Recrystallization from methanol-chloroform gives 6.3 g of white crystals, mp 111°-112.5° C.